From a dataset of the Open Reaction Database (ORD), a public repository of structured organic reaction records. describe an organic reaction: reactants, conditions, products, and yield Starting materials: CCCCc1ncc(C=O)n1CCC12CC3CC(CC(C3)C1)C2, [Li]CCCC, CCCCCC, CC(C)NC(C)C, [Cl-], [NH4+], C1CCOC1, O, COC(=O)C=Cc1cccs1. Product: CCCCc1ncc(C(O)C(Cc2cccs2)C(=O)OC)n1CCC12CC3CC(CC(C3)C1)C2. Reaction SMILES: [C:24]12([CH2:34][CH2:35][n:36]3[c:37]([CH2:43][CH2:44][CH2:45][CH3:46])[n:38][cH:39][c:40]3[CH:41]=[O:42])[CH2:25][CH:26]3[CH2:27][CH:28]([CH2:29][CH:30]([CH2:31]1)[CH2:32]3)[CH2:33]2.[CH2:8]([Li:9])[CH2:10][CH2:11][CH3:12].[CH3:49][CH2:50][CH2:51][CH2:52][CH2:53][CH3:54].[CH:1]([NH:2][CH:3]([CH3:4])[CH3:5])([CH3:6])[CH3:7].[Cl-:47].[NH4+:48].[O:55]1[CH2:56][CH2:57][CH2:58][CH2:59]1.[OH2:60].[s:13]1[c:14]([CH:18]=[CH:19][C:20](=[O:21])[O:22][CH3:23])[cH:15][cH:16][cH:17]1>>[s:13]1[c:14]([CH2:18][CH:19]([C:20](=[O:21])[O:22][CH3:23])[CH:41]([c:40]2[n:36]([CH2:35][CH2:34][C:24]34[CH2:25][CH:26]5[CH2:27][CH:28]([CH2:29][CH:30]([CH2:31]3)[CH2:32]5)[CH2:33]4)[c:37]([CH2:43][CH2:44][CH2:45][CH3:46])[n:38][cH:39]2)[OH:42])[cH:15][cH:16][cH:17]1.